Dataset: the Open Reaction Database (ORD), a public repository of structured organic reaction records. Task: describe an organic reaction: reactants, conditions, products, and yield Starting materials: CC(CCO)CCCC(C)(C)C (3,7,7-trimethyloctan-1-ol), [Cr](=O)(=O)(O)O (chromic acid), C(C)(C)O (isopropanol). Run in [OH-].[K+] (potassium hydroxide), N1=CC=CC=C1 (pyridine), N1=CC=CC=C1 (pyridine). Reaction conditions: time 2 hour. Product: CC(CC=O)CCCC(C)(C)C (3,7,7-trimethyloctan-1-al). RXN SMILES: [CH3:1][CH:2]([CH2:6][CH2:7][CH2:8][C:9]([CH3:12])([CH3:11])[CH3:10])[CH2:3][CH2:4][OH:5].[Cr](O)(O)(=O)=O.C(O)(C)C>N1C=CC=CC=1.[OH-].[K+]>[CH3:1][CH:2]([CH2:6][CH2:7][CH2:8][C:9]([CH3:10])([CH3:12])[CH3:11])[CH2:3][CH:4]=[O:5] |f:4.5|. Procedure details: Five grams of 3,7,7-trimethyloctan-1-ol in 50 ml. of dry pyridine is added to a mixture of chromic acid (5 g.) in pyridine (50 ml.) with stirring. After two hours, isopropanol (10 ml.) is added and after a further 30 minutes, the mixture is diluted with 0.5% aqueous potassium hydroxide solution and extracted with ether. The ethereal extract is washed, dried and evaporated to yield 3,7,7-trimethyloctan-1-al.